describe an organic reaction: reactants, conditions, products, and yield From a dataset of the Open Reaction Database (ORD), a public repository of structured organic reaction records. Starting materials: ClC1=NC(=CN=C1)F (2-chloro-6-fluoropyrazine), C(CCCC)[C@@H]1CC[C@H](CC1)C1=CC=C(C=C1)B(O)O (4-(trans-4-pentylcyclohexyl)phenylboronic acid). Yields the product FC1=NC(=CN=C1)C1=CC=C(C=C1)[C@@H]1CC[C@H](CC1)CCCCC (2-fluoro-6-[4-(trans-4-pentylcyclohexyl)-phenyl]pyrazine). Yield: 62.7%. RXN SMILES: Cl[C:2]1[CH:7]=[N:6][CH:5]=[C:4]([F:8])[N:3]=1.[CH2:9]([C@H:14]1[CH2:19][CH2:18][C@H:17]([C:20]2[CH:25]=[CH:24][C:23](B(O)O)=[CH:22][CH:21]=2)[CH2:16][CH2:15]1)[CH2:10][CH2:11][CH2:12][CH3:13]>>[F:8][C:4]1[CH:5]=[N:6][CH:7]=[C:2]([C:23]2[CH:22]=[CH:21][C:20]([C@H:17]3[CH2:18][CH2:19][C@H:14]([CH2:9][CH2:10][CH2:11][CH2:12][CH3:13])[CH2:15][CH2:16]3)=[CH:25][CH:24]=2)[N:3]=1. Procedure: In an analogous reaction to Example 1b, 2.17 g (16.41 mmol) of 2-chloro-6-fluoropyrazine (prepared as described in Example 1a) and 4.50 g (16.41 mmol) of 4-(trans-4-pentylcyclohexyl)phenylboronic acid gives 3.36 g of 2-fluoro-6-[4-(trans-4-pentylcyclohexyl)-phenyl]pyrazine. ##STR19## 3b Starting materials: [I-].[K+] (potassium iodide), II (iodine), CCC(=S)NC=1C=C(C=CC1)N1N=NN=C1S (1-[m-(methylthioacetylamino)-phenyl]-5-mercaptotetrazole). Run in O (water), C(C)O (ethanol). The product is CCC(=S)NC=1C=C(C=CC1)N1N=NN=C1SSC1=NN=NN1C1=CC(=CC=C1)NC(CC)=S (1-[m-(methylthioacetylamino)-phenyl]-5-tetrazolyl disulphide). As a reaction SMILES: [I-].[K+].II.[CH3:5][CH2:6][C:7]([NH:9][C:10]1[CH:11]=[C:12]([N:16]2[C:20]([SH:21])=[N:19][N:18]=[N:17]2)[CH:13]=[CH:14][CH:15]=1)=[S:8]>O.C(O)C>[CH3:5][CH2:6][C:7]([NH:9][C:10]1[CH:11]=[C:12]([N:16]2[C:20]([S:21][S:21][C:20]3[N:16]([C:12]4[CH:13]=[CH:14][CH:15]=[C:10]([NH:9][C:7](=[S:8])[CH2:6][CH3:5])[CH:11]=4)[N:17]=[N:18][N:19]=3)=[N:19][N:18]=[N:17]2)[CH:13]=[CH:14][CH:15]=1)=[S:8] |f:0.1|. Procedure: A solution of 3.0 g of potassium iodide and 3.2 g of iodine in 50 ml of water and 25 ml of ethanol was added dropwise with stirring and at room temperature to 7 g of 1-[m-(methylthioacetylamino)-phenyl]-5-mercaptotetrazole. The precipitate was purified by recrystallization from methanol. Reactants: S(=O)([O-])[O-].[Na+].[Na+] (sodium sulfite), S(=O)([O-])[O-].[Na+].[Na+] (sodium sulfite), C([O-])([O-])=O.[Na+].[Na+] (sodium carbonate), S(=O)=O (sulfur dioxide). Yields the product S(=O)([O-])[O-].[Na+].[Na+] (sodium sulfite), C(=O)=O (carbon dioxide). Reaction SMILES: [S:1]([O-:4])([O-:3])=[O:2].[Na+:5].[Na+].[C:7](=O)([O-:9])[O-:8].[Na+].[Na+].S(=O)=O>>[S:1]([O-:4])([O-:3])=[O:2].[Na+:5].[Na+:5].[C:7](=[O:9])=[O:8] |f:0.1.2,3.4.5,7.8.9|. Procedure: In a brief overview, sodium sulfite may be manufactured commercially by preparing a sodium sulfite liquor by the reaction of sodium carbonate with sulfur dioxide in a reactor. The reaction produces sodium sulfite with carbon dioxide (CO2) as a by-product. The reactor liquor is then fed to a crystallization system, which includes a crystallizer and a crystallizer heater in a heater circulation loop connected to the crystallizer. The liquor is moved by the help of a circulating pump in the heater ... The reactants are Cl.ClC=1C=CC(=NC1)NC(C1=C(C=CC=C1F)NC(=O)C1CCN(CC1)C(C)C)=O (N-(5-chloropyridin-2-yl)-6-fluoro-2-[(1-isopropylpiperidin-4-ylcarbonyl)amino]benzamide hydrochloride), FC(C(=O)O)(F)F.ClC=1C=CC(=NC1)NC(C1=C(C=CC=C1F)NC(=O)C1CCNCC1)=O (N-(5-chloropyridin-2-yl)-6-fluoro-2-[(4-piperidinylcarbonyl)amino]-benzamide trifluoroacetate). Product: ClC=1C=CC(=NC1)NC(C1=C(C=CC=C1F)NC(=O)C1CCN(CC1)C(C)C)=O (N-(5-Chloropyridin-2-yl)-6-fluoro-2-[(1-isopropylpiperidin-4-ylcarbonyl)amino]benzamide). As a reaction SMILES: Cl.[Cl:2][C:3]1[CH:4]=[CH:5][C:6]([NH:9][C:10](=[O:30])[C:11]2[C:16]([F:17])=[CH:15][CH:14]=[CH:13][C:12]=2[NH:18][C:19]([CH:21]2[CH2:26][CH2:25][N:24]([CH:27]([CH3:29])[CH3:28])[CH2:23][CH2:22]2)=[O:20])=[N:7][CH:8]=1.FC(F)(F)C(O)=O.ClC1C=CC(NC(=O)C2C(F)=CC=CC=2NC(C2CCNCC2)=O)=NC=1>>[Cl:2][C:3]1[CH:4]=[CH:5][C:6]([NH:9][C:10](=[O:30])[C:11]2[C:16]([F:17])=[CH:15][CH:14]=[CH:13][C:12]=2[NH:18][C:19]([CH:21]2[CH2:22][CH2:23][N:24]([CH:27]([CH3:28])[CH3:29])[CH2:25][CH2:26]2)=[O:20])=[N:7][CH:8]=1 |f:0.1,2.3|. Reported procedure: Using methods substantially equivalent to those described in Example 231-E, N-(5-chloropyridin-2-yl)-6-fluoro-2-[(1-isopropylpiperidin-4-ylcarbonyl)amino]benzamide hydrochloride (0.345 g, 80%) was prepared from N-(5-chloropyridin-2-yl)-6-fluoro-2-[(4-piperidinylcarbonyl)amino]-benzamide trifluoroacetate. The reactants are [Al+3], CCOC(C)=O, [H-], [H-], [H-], [H-], [Li+], Cc1ccc(S(=O)(=O)N2CCCC2C(=O)O)cc1. The product is Cc1ccc(S(=O)(=O)N2CCCC2CO)cc1. As a reaction SMILES: [Al+3:20].[CH3:25][CH2:26][O:27][C:28](=[O:29])[CH3:30].[H-:19].[H-:22].[H-:23].[H-:24].[Li+:21].[S:1](=[O:2])(=[O:3])([c:4]1[cH:5][cH:6][c:7]([CH3:8])[cH:9][cH:10]1)[N:11]1[CH:12]([C:13](=[O:14])[OH:15])[CH2:16][CH2:17][CH2:18]1>>[S:1](=[O:2])(=[O:3])([c:4]1[cH:5][cH:6][c:7]([CH3:8])[cH:9][cH:10]1)[N:11]1[CH:12]([CH2:13][OH:14])[CH2:16][CH2:17][CH2:18]1. Starting materials: C(C)OC([C@@H](NCC1=C(C=CC=C1[N+](=O)[O-])Cl)C)=O (N-(2-chloro-6-nitrobenzyl)-L-alanine ethyl ester). Reagents/catalysts: [Ni] (Raney nickel). The solvent is C(C)O (ethanol). The product is C(C)OC([C@@H](NCC1=C(C=CC=C1Cl)N)C)=O (N-(2-amino-6-chlorobenzyl)-L-alanine ethyl ester). Yield: 98.4%. RXN SMILES: [CH2:1]([O:3][C:4](=[O:19])[C@H:5]([CH3:18])[NH:6][CH2:7][C:8]1[C:13]([N+:14]([O-])=O)=[CH:12][CH:11]=[CH:10][C:9]=1[Cl:17])[CH3:2]>C(O)C.[Ni]>[CH2:1]([O:3][C:4](=[O:19])[C@H:5]([CH3:18])[NH:6][CH2:7][C:8]1[C:9]([Cl:17])=[CH:10][CH:11]=[CH:12][C:13]=1[NH2:14])[CH3:2]. Procedure details: A solution of 14.3 g of N-(2-chloro-6-nitrobenzyl)-L-alanine ethyl ester in 50 ml of absolute ethanol was hydrogenated in the presence of 1 g of Raney nickel. After completion of the hydrogenation, the catalyst was filtered off and the filtrate was evaporated to dryness. There were obtained 12.6 g (99% of theory) of N-(2-amino-6-chlorobenzyl)-L-alanine ethyl ester; nD22 =1.5430. The reactants are 2-R-5-(heteroaryl-2-ylamino)phenol, BrCC=C(C)C (4-bromo-2-methyl-2-butene), CC(=O)C (acetone), ClC1=C(C=C(C=C1)NC1(NC=NC=C1)N)O (2-chloro-5-(4-aminopyrimidin-4-ylamino)phenol), C(=O)([O-])[O-].[Cs+].[Cs+] (Cs2CO3). Product: ClC1=C(C=C(C=C1)NC1=NC=CC(=N1)C)OCC=C(C)C (N-(4-Chloro-3-(3-methylbut-2-enyloxy)phenyl)-4-methylpyrimidin-2-amine). The yield is 45.0%. As a reaction SMILES: [Cl:1][C:2]1[CH:7]=[CH:6][C:5]([NH:8][C:9]2([NH2:15])C=CN=[CH:11][NH:10]2)=[CH:4][C:3]=1[OH:16].[C:17]([O-])([O-])=O.[Cs+].[Cs+].Br[CH2:24][CH:25]=[C:26]([CH3:28])[CH3:27].[CH3:29][C:30](C)=O>>[Cl:1][C:2]1[CH:7]=[CH:6][C:5]([NH:8][C:9]2[N:10]=[C:11]([CH3:17])[CH:30]=[CH:29][N:15]=2)=[CH:4][C:3]=1[O:16][CH2:24][CH:25]=[C:26]([CH3:28])[CH3:27] |f:1.2.3|. Procedure: Following the general procedure for O-alkylation of 2-R-5-(heteroaryl-2-ylamino)phenol, 2-chloro-5-(4-aminopyrimidin-4-ylamino)phenol (53 mg, 0.22 mmol) and Cs2CO3 (73 mg, 0.22 mmol) in acetone (3 mL) was treated with 4-bromo-2-methyl-2-butene (26 μL, 0.22 mmol) at room temperature. The title compound was obtained after purification by flash chromatography on silica gel (hexane:EtOAc 8/2) in 45% yield (30 mg).